Dataset: the Open Reaction Database (ORD), a public repository of structured organic reaction records. Task: describe an organic reaction: reactants, conditions, products, and yield Starting materials: C/C(=N\O)/C(=O)C (diacetyl monoxime), C1=C(C=CC2=CC=CC=C12)C=O (2-naphthaldehyde), Cl (HCl). The solvent is C(C)(=O)O (acetic acid). Yields the product CC=1[N+](=C(OC1C)C1=CC2=CC=CC=C2C=C1)[O-] (4,5-Dimethyl-2-naphthalen-2-yloxazole 3-oxide). As a reaction SMILES: [CH3:1]/[C:2](/[C:5]([CH3:7])=[O:6])=[N:3]\[OH:4].[CH:8]1[C:17]2[C:12](=[CH:13][CH:14]=[CH:15][CH:16]=2)[CH:11]=[CH:10][C:9]=1[CH:18]=O.Cl>C(O)(=O)C>[CH3:1][C:2]1[N+:3]([O-:4])=[C:18]([C:9]2[CH:10]=[CH:11][C:12]3[C:17](=[CH:16][CH:15]=[CH:14][CH:13]=3)[CH:8]=2)[O:6][C:5]=1[CH3:7]. Reported procedure: 18.4 g of diacetyl monoxime and 31.2 g of 2-naphthaldehyde are added to 50 ml of glacial acetic acid, and HCl gas is introduced with ice-cooling for 30 minutes. The product is precipitated as the hydrochloride by addition of methyl tert-butyl ether and filtered off with suction, and the precipitate is washed with methyl tert-butyl ether. The precipitate is suspended in a mixture of dichloromethane and water, and a basic pH is established using ammonia. The mixture is extracted three times with i... The reactants are COC(=O)Oc1ccccc1, COc1ccccc1, COC(=O)OC, Oc1ccccc1. Yields the product O=C(Oc1ccccc1)Oc1ccccc1. Reaction SMILES: [C:22]([O:23][CH3:32])(=[O:24])[O:25][c:26]1[cH:27][cH:28][cH:29][cH:30][cH:31]1.[CH3:14][O:15][c:16]1[cH:17][cH:18][cH:19][cH:20][cH:21]1.[CH3:1][O:2][C:3]([O:4][CH3:5])=[O:6].[OH:7][c:8]1[cH:9][cH:10][cH:11][cH:12][cH:13]1>>[O:7]([c:8]1[cH:9][cH:10][cH:11][cH:12][cH:13]1)[C:22](=[O:23])[O:25][c:26]1[cH:27][cH:28][cH:29][cH:30][cH:31]1.